From a dataset of the Open Reaction Database (ORD), a public repository of structured organic reaction records. describe an organic reaction: reactants, conditions, products, and yield The reactants are C[Si](CCOCN1C(=NC=C1)CC(COC1=CC=C(C(=O)O)C=C1)CC=1N(C=CN1)COCC[Si](C)(C)C)(C)C (4-{3-(1-{[2-(trimethylsilyl)ethoxy]methyl}-1H-imidazol-2-yl)-2-[(1-{[2-(trimethylsilyl)ethoxy]methyl}-1H-imidazol-2-yl)methyl]propoxy}benzoic acid), C1(CCCCC1)N1CCC2(CCNC2)CC1 (8-cyclohexyl-2,8-diazaspiro[4.5]decane). The product is C1(CCCCC1)N1CCC2(CCN(C2)C(C2=CC=C(C=C2)OCC(CC=2N(C=CN2)COCC[Si](C)(C)C)CC=2N(C=CN2)COCC[Si](C)(C)C)=O)CC1 (8-cyclohexyl-2-(4-{3-(1-{[2-(trimethylsilyl)ethoxy]methyl}-1H-imidazol-2-yl)-2-[(1-{[2-(trimethylsilyl)ethoxy]methyl}-1H-imidazol-2-yl)methyl]propoxy}benzoyl)-2,8-diazaspiro[4.5]decane). Yield: 80.1%. Reaction SMILES: [CH3:1][Si:2]([CH3:40])([CH3:39])[CH2:3][CH2:4][O:5][CH2:6][N:7]1[CH:11]=[CH:10][N:9]=[C:8]1[CH2:12][CH:13]([CH2:25][C:26]1[N:27]([CH2:31][O:32][CH2:33][CH2:34][Si:35]([CH3:38])([CH3:37])[CH3:36])[CH:28]=[CH:29][N:30]=1)[CH2:14][O:15][C:16]1[CH:24]=[CH:23][C:19]([C:20](O)=[O:21])=[CH:18][CH:17]=1.[CH:41]1([N:47]2[CH2:56][CH2:55][C:50]3([CH2:54][NH:53][CH2:52][CH2:51]3)[CH2:49][CH2:48]2)[CH2:46][CH2:45][CH2:44][CH2:43][CH2:42]1>>[CH:41]1([N:47]2[CH2:48][CH2:49][C:50]3([CH2:54][N:53]([C:20](=[O:21])[C:19]4[CH:23]=[CH:24][C:16]([O:15][CH2:14][CH:13]([CH2:12][C:8]5[N:7]([CH2:6][O:5][CH2:4][CH2:3][Si:2]([CH3:1])([CH3:39])[CH3:40])[CH:11]=[CH:10][N:9]=5)[CH2:25][C:26]5[N:27]([CH2:31][O:32][CH2:33][CH2:34][Si:35]([CH3:38])([CH3:37])[CH3:36])[CH:28]=[CH:29][N:30]=5)=[CH:17][CH:18]=4)[CH2:52][CH2:51]3)[CH2:55][CH2:56]2)[CH2:46][CH2:45][CH2:44][CH2:43][CH2:42]1. Procedure: Except for using the compound (50 mg) produced in Example 103 in place of the compound produced in Example 68 and using 8-cyclohexyl-2,8-diazaspiro[4.5]decane (38 mg) in place of the compound produced in Example 91, the same operation as in Example 92 was performed to obtain the title compound (54 mg) having the following physical properties. Product: COC(=O)C(Cc1ccccc1)N(Cc1ccc(I)cc1)S(=O)(=O)c1c(C)cc(OC)c(C)c1C. Starting materials: O=C([O-])[O-], COC(=O)C(Cc1ccccc1)NS(=O)(=O)c1c(C)cc(OC)c(C)c1C, [Cs+], [Cs+], BrCc1ccc(I)cc1, CN(C)C=O. RXN SMILES: [C:37](=[O:38])([O-:39])[O-:40].[CH3:1][O:2][C:3]([CH:4]([CH2:5][c:6]1[cH:7][cH:8][cH:9][cH:10][cH:11]1)[NH:12][S:13](=[O:14])(=[O:15])[c:16]1[c:17]([CH3:26])[c:18]([CH3:25])[c:19]([O:23][CH3:24])[cH:20][c:21]1[CH3:22])=[O:27].[Cs+:41].[Cs+:42].[I:28][c:29]1[cH:30][cH:31][c:32]([CH2:33][Br:34])[cH:35][cH:36]1.[O:43]=[CH:44][N:45]([CH3:46])[CH3:47]>>[CH3:1][O:2][C:3]([CH:4]([CH2:5][c:6]1[cH:7][cH:8][cH:9][cH:10][cH:11]1)[N:12]([S:13](=[O:14])(=[O:15])[c:16]1[c:17]([CH3:26])[c:18]([CH3:25])[c:19]([O:23][CH3:24])[cH:20][c:21]1[CH3:22])[CH2:33][c:32]1[cH:31][cH:30][c:29]([I:28])[cH:36][cH:35]1)=[O:27]. The reactants are C[O-], CCO, Nc1ccc(I)cc1F, [Na+], Sc1ccccc1, c1ccc(P(c2ccccc2)(c2ccccc2)[Pd](P(c2ccccc2)(c2ccccc2)c2ccccc2)(P(c2ccccc2)(c2ccccc2)c2ccccc2)P(c2ccccc2)(c2ccccc2)c2ccccc2)cc1. Yields the product Nc1ccc(Sc2ccccc2)cc1F. As a reaction SMILES: [CH3:17][O-:18].[CH3:20][CH2:21][OH:22].[F:1][c:2]1[c:3]([NH2:4])[cH:5][cH:6][c:7]([I:9])[cH:8]1.[Na+:19].[SH:10][c:11]1[cH:12][cH:13][cH:14][cH:15][cH:16]1.[cH:23]1[cH:24][cH:25][c:26]([P:27]([Pd:28]([P:29]([c:30]2[cH:31][cH:32][cH:33][cH:34][cH:35]2)([c:36]2[cH:37][cH:38][cH:39][cH:40][cH:41]2)[c:42]2[cH:43][cH:44][cH:45][cH:46][cH:47]2)([P:48]([c:49]2[cH:50][cH:51][cH:52][cH:53][cH:54]2)([c:55]2[cH:56][cH:57][cH:58][cH:59][cH:60]2)[c:61]2[cH:62][cH:63][cH:64][cH:65][cH:66]2)[P:67]([c:68]2[cH:69][cH:70][cH:71][cH:72][cH:73]2)([c:74]2[cH:75][cH:76][cH:77][cH:78][cH:79]2)[c:80]2[cH:81][cH:82][cH:83][cH:84][cH:85]2)([c:86]2[cH:87][cH:88][cH:89][cH:90][cH:91]2)[c:92]2[cH:93][cH:94][cH:95][cH:96][cH:97]2)[cH:98][cH:99]1>>[F:1][c:2]1[c:3]([NH2:4])[cH:5][cH:6][c:7]([S:10][c:11]2[cH:12][cH:13][cH:14][cH:15][cH:16]2)[cH:8]1. Starting materials: [BH4-], CO, COC(=O)CC(N)c1ccc(OC)c(OC)c1, [Na+]. The product is COc1ccc(C(N)CCO)cc1OC. As a reaction SMILES: [BH4-:1].[CH3:20][OH:21].[NH2:3][CH:4]([CH2:5][C:6](=[O:7])[O:8][CH3:9])[c:10]1[cH:11][c:12]([O:18][CH3:19])[c:13]([O:16][CH3:17])[cH:14][cH:15]1.[Na+:2]>>[NH2:3][CH:4]([CH2:5][CH2:6][OH:7])[c:10]1[cH:11][c:12]([O:18][CH3:19])[c:13]([O:16][CH3:17])[cH:14][cH:15]1. Reactants: ClC1=NC=C(C=C1Cl)C(F)(F)F (2,3-dichloro-5-trifluoromethylpyridine), ClC1=CC=C(C=O)C=C1 (4-chlorobenzaldehyde), [I-].C[N+]1=CN(C=C1)C (1,3-dimethylimidazolium iodide), [H-].[Na+] (sodium hydride). Run in O1CCOCC1 (dioxane), O (water), O1CCOCC1 (dioxane). Reported procedure: With stirring, 21.6 g of 2,3-dichloro-5-trifluoromethylpyridine, 14.1 g of 4-chlorobenzaldehyde and 2.24 g of 1,3-dimethylimidazolium iodide were added in succession to a suspension of 3.0 g of sodium hydride (80% by weight suspension in mineral oil) in 100 ml of anhydrous dioxane. The mixture was then stirred (under a nitrogen atmosphere) for 11 hours at 50° C. and then for 60 hours at 22° C. The reaction mixture was diluted with 200 ml of water and most of the dioxane was distilled off under r... Reaction SMILES: Cl[C:2]1[C:7]([Cl:8])=[CH:6][C:5]([C:9]([F:12])([F:11])[F:10])=[CH:4][N:3]=1.[Cl:13][C:14]1[CH:21]=[CH:20][C:17]([CH:18]=[O:19])=[CH:16][CH:15]=1.[I-].C[N+]1C=CN(C)C=1.[H-].[Na+]>O1CCOCC1.O>[Cl:8][C:7]1[C:2]([C:18](=[O:19])[C:17]2[CH:20]=[CH:21][C:14]([Cl:13])=[CH:15][CH:16]=2)=[N:3][CH:4]=[C:5]([C:9]([F:12])([F:11])[F:10])[CH:6]=1 |f:2.3,4.5|. Isolated yield 70.0%. Product: ClC=1C(=NC=C(C1)C(F)(F)F)C(C1=CC=C(C=C1)Cl)=O (3-Chloro-2-(4-chlorobenzoyl)-5-trifluoromethylpyridine). Conditions: time 60 hour. Yield: 181.1%. Starting materials: CC1=CC=C(C(N1)=O)C#N (6-methyl-2-oxo-1,2-dihydro-3-pyridinecarbonitrile), BrN1C(CCC1=O)=O (N-bromosuccinimide). Solvent: ClCCCl (1,2-dichloroethane). Reported procedure: A mixture of 6-methyl-2-oxo-1,2-dihydro-3-pyridinecarbonitrile (26.23 g, 95.5 mmol) and N-bromosuccinimide (36.54 g, 205 mmol) in 1,2-dichloroethane (500 mL) heated to reflux for 18 hours, cooled to room temperature, and filtered. The solid was treated with water (1 L), stirred for 2 hours, filtered, washed with water, and dried under vacuum to provide 36.85 g (88%) of the desired product of sufficient purity for subsequent use. MS (DCI/NH3) m/z 230 (M+NH4)+; 1H NMR (DMSO-d6) δ 12.96 (br s, 1H),... Reaction conditions: time 2 hour. Product: BrC=1C=C(C(NC1C)=O)C#N (5-bromo-6-methyl-2-oxo-1,2-dihydro-3-pyridinecarbonitrile). Reaction SMILES: [CH3:1][C:2]1[NH:7][C:6](=[O:8])[C:5]([C:9]#[N:10])=[CH:4][CH:3]=1.[Br:11]N1C(=O)CCC1=O>ClCCCl>[Br:11][C:3]1[CH:4]=[C:5]([C:9]#[N:10])[C:6](=[O:8])[NH:7][C:2]=1[CH3:1]. Starting materials: BrC=1C=C(C(=C(C1)N1CCNCC1)OC)C(C)(C)C (1-[5-bromo-3-(tert-butyl)-2-methoxyphenyl]piperazine), BrCC#N (bromoacetonitrile), C([O-])([O-])=O.[K+].[K+] (potassium carbonate), CN(C=O)C (dimethylformamide). The solvent is C(C)(=O)OCC (ethyl acetate). Reaction conditions: time 4 hour. Yields the product BrC=1C=C(C(=C(C1)N1CCN(CC1)CC#N)OC)C(C)(C)C (2-{4-[5-Bromo-3-(tert-butyl)-2-methoxyphenyl]piperazino}acetonitrile). The yield is 78.0%. Reaction SMILES: [Br:1][C:2]1[CH:3]=[C:4]([C:16]([CH3:19])([CH3:18])[CH3:17])[C:5]([O:14][CH3:15])=[C:6]([N:8]2[CH2:13][CH2:12][NH:11][CH2:10][CH2:9]2)[CH:7]=1.C(=O)([O-])[O-].[K+].[K+].CN(C)C=O.Br[CH2:32][C:33]#[N:34]>C(OCC)(=O)C>[Br:1][C:2]1[CH:3]=[C:4]([C:16]([CH3:19])([CH3:18])[CH3:17])[C:5]([O:14][CH3:15])=[C:6]([N:8]2[CH2:9][CH2:10][N:11]([CH2:32][C:33]#[N:34])[CH2:12][CH2:13]2)[CH:7]=1 |f:1.2.3|. Procedure: 1-[5-bromo-3-(tert-butyl)-2-methoxyphenyl]piperazine (550 mg), potassium carbonate (302 mg), dimethylformamide (7 ml) and bromoacetonitrile (0.12 ml) were combined and the mixture was stirred at room temperature for 4 hours. The reaction mixture was diluted with ethyl acetate, the insoluble portion was filtered off, and the concentrated residue was purified by silica gel column chromatography (solvent: n-hexane-ethyl acetate) to yield the title compound (480 mg) as colorless crystals (78%). Reactants: C(C)(C)(C)OC(CCNCC=1C(=NC(=CC1)C(C)=O)Cl)=O (3-[(6-acetyl-2-chloro-pyridin-3-ylmethyl)-amino]-propionic acid tert-butyl ester), ClC1=C(C=C(CON)C=C1)C(F)(F)F (O-(4-chloro-3-trifluoromethyl-benzyl)-hydroxylamine), C(C)(=O)O (acetic acid). Run in CO (methanol). Run at time 5 hour. Product: C(C)(C)(C)OC(CCNCC=1C(=NC(=CC1)C(C)=NOCC1=CC(=C(C=C1)C1CCCCC1)C(F)(F)F)Cl)=O (3-({2-chloro-6-[1-(4-cyclohexyl-3-trifluoromethyl-benzyloxyimino)-ethyl]-pyridin-3-ylmethyl}-amino)-propionic acid tert-butyl ester). As a reaction SMILES: [C:1]([O:5][C:6](=[O:21])[CH2:7][CH2:8][NH:9][CH2:10][C:11]1[C:12]([Cl:20])=[N:13][C:14]([C:17](=O)[CH3:18])=[CH:15][CH:16]=1)([CH3:4])([CH3:3])[CH3:2].Cl[C:23]1[CH:31]=[CH:30][C:26]([CH2:27][O:28][NH2:29])=[CH:25][C:24]=1[C:32]([F:35])([F:34])[F:33].[C:36](O)(=O)[CH3:37]>CO>[C:1]([O:5][C:6](=[O:21])[CH2:7][CH2:8][NH:9][CH2:10][C:11]1[C:12]([Cl:20])=[N:13][C:14]([C:17](=[N:29][O:28][CH2:27][C:26]2[CH:30]=[CH:31][C:23]([CH:37]3[CH2:36][CH2:15][CH2:16][CH2:11][CH2:10]3)=[C:24]([C:32]([F:35])([F:34])[F:33])[CH:25]=2)[CH3:18])=[CH:15][CH:16]=1)([CH3:4])([CH3:3])[CH3:2]. Reported procedure: To a solution of 3-[(6-acetyl-2-chloro-pyridin-3-ylmethyl)-amino]-propionic acid tert-butyl ester (1 eq) in methanol is added O-(4-chloro-3-trifluoromethyl-benzyl)-hydroxylamine (1 eq) followed by the addition of acetic acid (0.05 eq). The mixture is stirred at room temperature for 5 hours. After concentration, the residue is purified by column chromatography to give 3-({2-chloro-6-[1-(4-cyclohexyl-3-trifluoromethyl-benzyloxyimino)-ethyl]-pyridin-3-ylmethyl}-amino)-propionic acid tert-butyl este... Starting materials: C(C)OC=1C[C@H](CC(C1)=O)C[C@@H]1CCC(N1CC1=CC=CC=C1)=O ((5S,1R)-5-[(3-ethoxy-5-oxo-3-cyclohexen-1-yl)methyl]-1-(phenylmethyl)-2-pyrrolidinone), C1(=CC=CC=C1)CN1C(CCC1)=O (1-(phenylmethyl)-2-pyrrolidinone), Cl (HCl). Solvent: O1CCCC1 (tetrahydrofuran). Reaction conditions: time 2 hour. The product is O=C1[C@@H](N(CC1)CC1=CC=CC=C1)CC1CC(CC(C1)=O)=O ((S)-5-[[oxo-1-(phenylmethyl)-2-pyrrolidinyl]methyl]-1,3-cyclohexanedione). RXN SMILES: C([O:3][C:4]1[CH2:5][C@@H:6]([CH2:11][C@H:12]2[N:16]([CH2:17][C:18]3[CH:23]=[CH:22][CH:21]=[CH:20][CH:19]=3)[C:15](=O)[CH2:14][CH2:13]2)[CH2:7][C:8](=[O:10])[CH:9]=1)C.C1(CN2CCCC2=[O:37])C=CC=CC=1.Cl>O1CCCC1>[O:37]=[C:13]1[CH2:14][CH2:15][N:16]([CH2:17][C:18]2[CH:23]=[CH:22][CH:21]=[CH:20][CH:19]=2)[C@H:12]1[CH2:11][CH:6]1[CH2:5][C:4](=[O:3])[CH2:9][C:8](=[O:10])[CH2:7]1. Reported procedure: A mixture of (5S,1R)-5-[(3-ethoxy-5-oxo-3-cyclohexen-1-yl)methyl]-1-(phenylmethyl)-2-pyrrolidinone and (5S,1S)-5-[(3ethoxy-5-oxo-3-cyclohexen-1-yl)methyl[-1-(phenylmethyl)-2-pyrrolidinone (150 mg, 0.46 mmol) in 10 mL of tetrahydrofuran was treated with 2 mL of 2N HCl and stirred at room temperature for 2 h, then refluxed for 1 h. The solvent was removed on a rotary evaporator and the residue was extracted with methylene chloride. The combined extracts were dried over Na2SO4 and evaporated to giv...